Dataset: the Open Reaction Database (ORD), a public repository of structured organic reaction records. Task: describe an organic reaction: reactants, conditions, products, and yield Reactants: CN=C=O (methyl isocyanate), NC=1C=C(C(=O)NCCSCC=2OC(=CC2)CN(C)C)C=CC1 (3-amino-N-[2-(5-dimethylaminomethylfuran-2-ylmethylthio)ethyl]benzamide). The solvent is C(C)O (ethanol), C(C)O (ethanol). Run at temperature 50 celsius, time 30 minute. Product: CNC(NC=1C=C(C(=O)NCCSCC=2OC(=CC2)CN(C)C)C=CC1)=O (3-(3-methylureido)-N-[2-(5-dimethylaminomethylfuran-2-ylmethylthio)ethyl]benzamide). As a reaction SMILES: [CH3:1][N:2]=[C:3]=[O:4].[NH2:5][C:6]1[CH:7]=[C:8]([CH:25]=[CH:26][CH:27]=1)[C:9]([NH:11][CH2:12][CH2:13][S:14][CH2:15][C:16]1[O:17][C:18]([CH2:21][N:22]([CH3:24])[CH3:23])=[CH:19][CH:20]=1)=[O:10]>C(O)C>[CH3:1][NH:2][C:3](=[O:4])[NH:5][C:6]1[CH:7]=[C:8]([CH:25]=[CH:26][CH:27]=1)[C:9]([NH:11][CH2:12][CH2:13][S:14][CH2:15][C:16]1[O:17][C:18]([CH2:21][N:22]([CH3:23])[CH3:24])=[CH:19][CH:20]=1)=[O:10]. Reported procedure: A solution of 2.3 g of methyl isocyanate in 10 ml of absolute ethanol is added dropwise to a solution of 6 g of 3-amino-N-[2-(5-dimethylaminomethylfuran-2-ylmethylthio)ethyl]benzamide in 50 ml of absolute ethanol. Then the mixture is left to stand 30 minutes at room temperature and afterwards it is heated at 50° C. for 2 hours. The solvent is evaporated under reduced pressure, the residue is taken up with diluted hydrochloric acid, the aqueous solution is extracted twice with 100 ml of ethyl ace... Reactants: BrC=1C=C2C(=NNC2=C(C1)C(=O)N)C1CCN(CC1)S(=O)(=O)CCCN(C)C (5-bromo-3-(1-{[3-(dimethylamino)propyl]sulfonyl}-4-piperidinyl)-1H-indazole-7-carboxamide), FC(OC1=CC=C(C=C1)B(O)O)(F)F ({4-[(trifluoromethyl)oxy]phenyl}boronic acid), C([O-])([O-])=O.[K+].[K+] (potassium carbonate). The reagents and catalysts are C1=CC=C(C=C1)P([C-]2C=CC=C2)C3=CC=CC=C3.C1=CC=C(C=C1)P([C-]2C=CC=C2)C3=CC=CC=C3.Cl[Pd]Cl.[Fe+2] (Pd(dppf)Cl2), BrC=1C=C2C(=NNC2=C(C1)C(=O)N)C1CCN(CC1)S(=O)(=O)CCCN(C)C (5-bromo-3-(1-{[3-(dimethylamino)propyl]sulfonyl}-4-piperidinyl)-1H-indazole-7-carboxamide). Run in O1CCOCC1.O (dioxane water). Conditions: temperature 100 celsius. Product: CN(CCCS(=O)(=O)N1CCC(CC1)C1=NNC2=C(C=C(C=C12)C1=CC=C(C=C1)OC(F)(F)F)C(=O)N)C (3-(1-{[3-(dimethylamino)propyl]sulfonyl}-4-piperidinyl)-5-{4-[(trifluoromethyl)oxy]phenyl}-1H-indazole-7-carboxamide). Reaction SMILES: Br[C:2]1[CH:3]=[C:4]2[C:8](=[C:9]([C:11]([NH2:13])=[O:12])[CH:10]=1)[NH:7][N:6]=[C:5]2[CH:14]1[CH2:19][CH2:18][N:17]([S:20]([CH2:23][CH2:24][CH2:25][N:26]([CH3:28])[CH3:27])(=[O:22])=[O:21])[CH2:16][CH2:15]1.[F:29][C:30]([F:42])([F:41])[O:31][C:32]1[CH:37]=[CH:36][C:35](B(O)O)=[CH:34][CH:33]=1.C(=O)([O-])[O-].[K+].[K+]>O1CCOCC1.O.C1C=CC(P(C2C=CC=CC=2)[C-]2C=CC=C2)=CC=1.C1C=CC(P(C2C=CC=CC=2)[C-]2C=CC=C2)=CC=1.Cl[Pd]Cl.[Fe+2].BrC1C=C2C(=C(C(N)=O)C=1)NN=C2C1CCN(S(CCCN(C)C)(=O)=O)CC1>[CH3:27][N:26]([CH3:28])[CH2:25][CH2:24][CH2:23][S:20]([N:17]1[CH2:18][CH2:19][CH:14]([C:5]2[C:4]3[C:8](=[C:9]([C:11]([NH2:13])=[O:12])[CH:10]=[C:2]([C:35]4[CH:34]=[CH:33][C:32]([O:31][C:30]([F:29])([F:41])[F:42])=[CH:37][CH:36]=4)[CH:3]=3)[NH:7][N:6]=2)[CH2:15][CH2:16]1)(=[O:22])=[O:21] |f:2.3.4,5.6,7.8.9.10|. Reported procedure: To a solution 5-bromo-3-(1-{[3-(dimethylamino)propyl]sulfonyl}-4-piperidinyl)-1H-indazole-7-carboxamide (Intermediate 8) (20 mg, 0.04 mmol) in dioxane/water (1:1, 5 mL) was added {4-[(trifluoromethyl)oxy]phenyl}boronic acid (30 mg, 0.12 mmol), potassium carbonate (40 mg), and Pd(dppf)Cl2 (8 mg). The reaction mixture was heated at 100° C. for 1800 seconds. The contents of the vial were partitioned between ethyl acetate and water. The organic phase was washed with water, dried over MgSO4, filtered... The reactants are O=C1[C@@H](CCCC1)NC(=O)C1CN(CCO1)CC1=CC=CC=C1 (N-[(1R)-2-oxocyclohexyl]-4-(phenylmethyl)-2-morpholinecarboxamide), FC(C(=O)[O-])(F)F.[NH4+] (ammonium trifluoroacetate), O (water). The solvent is C(Cl)Cl (CH2Cl2). Run at temperature 150 celsius. The product is C1(=CC=CC=C1)CN1CC(OCC1)C1=NC2=C(N1)CCCC2 (2-[4-(Phenylmethyl)-2-morpholinyl]-4,5,6,7-tetrahydro-1H-benzimidazole). Yield: 75.4%. As a reaction SMILES: O=[C:2]1[CH2:7][CH2:6][CH2:5][CH2:4][C@H:3]1[NH:8][C:9]([CH:11]1[O:16][CH2:15][CH2:14][N:13]([CH2:17][C:18]2[CH:23]=[CH:22][CH:21]=[CH:20][CH:19]=2)[CH2:12]1)=O.FC(F)(F)C([O-])=O.[NH4+:31].O>C(Cl)Cl>[C:18]1([CH2:17][N:13]2[CH2:14][CH2:15][O:16][CH:11]([C:9]3[NH:8][C:3]4[CH2:4][CH2:5][CH2:6][CH2:7][C:2]=4[N:31]=3)[CH2:12]2)[CH:23]=[CH:22][CH:21]=[CH:20][CH:19]=1 |f:1.2|. Procedure details: A mixture of N-[(1R)-2-oxocyclohexyl]-4-(phenylmethyl)-2-morpholinecarboxamide (1.1 g, 3.48 mmol) and ammonium trifluoroacetate (2.069 g, 17.38 mmol) was heated at 150° C. for 20 minutes. After cooling, to the mixture was added water (30 mL) and CH2Cl2 (50 mL). The organic layer was separated and washed with brine, dried (MgSO4), and concentrated to afford the crude title compound (0.78 g). LC-MS (ES) m/z=298 [M+H]+. Reactants: C1(=CC=CC=C1)NN (phenylhydrazine), C1(=CC=CC=C1)N(C1=CC=C(C=O)C=C1)C1=CC=CC=C1 (4-(diphenylamino)benzaldehyde), C(C)(C)O (isopropanol). The product is O1C(CN(N=CC2=CC=C(C=C2)N(C2=CC=CC=C2)C2=CC=CC=C2)C2=CC=CC=C2)C1 (4-(Diphenylamino)benzaldehyde N-(2,3-Epoxypropyl)-N-Phenylhydrazone). As a reaction SMILES: [C:1]1([NH:7][NH2:8])[CH:6]=[CH:5][CH:4]=[CH:3][CH:2]=1.[C:9]1([N:15]([C:24]2[CH:29]=[CH:28][CH:27]=[CH:26][CH:25]=2)[C:16]2[CH:23]=[CH:22][C:19]([CH:20]=O)=[CH:18][CH:17]=2)[CH:14]=[CH:13][CH:12]=[CH:11][CH:10]=1.[CH:30]([OH:33])([CH3:32])[CH3:31]>>[O:33]1[CH2:32][CH:30]1[CH2:31][N:7]([C:1]1[CH:6]=[CH:5][CH:4]=[CH:3][CH:2]=1)[N:8]=[CH:20][C:19]1[CH:18]=[CH:17][C:16]([N:15]([C:24]2[CH:29]=[CH:28][CH:27]=[CH:26][CH:25]=2)[C:9]2[CH:14]=[CH:13][CH:12]=[CH:11][CH:10]=2)=[CH:23][CH:22]=1. Reported procedure: A mixture of phenylhydrazine (0.1 mole, from Aldrich, Milwaukee, Wis.) and 4-(diphenylamino)benzaldehyde (0.1 mole, from Fluka, Buchs SG, Switzerland) was dissolved in 100 ml of isopropanol in a 250 ml 3-neck round bottom flask equipped with a reflux condenser and a mechanical stirrer. The solution was refluxed for 2 hours. At the end of the reaction, as indicated by the disappearance of the starting materials using thin layer chromatography, the mixture was cooled to room temperature. The 4-(di... Starting materials: BrC1=CC=C(C=C1)\C=N\S(=O)C(C)(C)C (N-[(1E)-(4-bromophenyl)methylidene]-2-methylpropane-2-sulfinamide), Br[Mg]C#C (bromo(ethynyl)magnesium). The solvent is C(Cl)Cl (CH2Cl2), C1CCOC1 (THF). Conditions: time 24 hour. Yields the product BrC1=CC=C(C=C1)[C@@H](C#C)NS(=O)C(C)(C)C (N-[(1R)-1-(4-bromophenyl)prop-2-ynyl]-2-methylpropane-2-sulfinamide). As a reaction SMILES: [Br:1][C:2]1[CH:7]=[CH:6][C:5](/[CH:8]=[N:9]/[S:10]([C:12]([CH3:15])([CH3:14])[CH3:13])=[O:11])=[CH:4][CH:3]=1.Br[Mg][C:18]#[CH:19]>C(Cl)Cl.C1COCC1>[Br:1][C:2]1[CH:3]=[CH:4][C:5]([C@H:8]([NH:9][S:10]([C:12]([CH3:15])([CH3:14])[CH3:13])=[O:11])[C:18]#[CH:19])=[CH:6][CH:7]=1. Procedure: To a solution of 2.8 g (9.7 mmol) N-[(1E)-(4-bromophenyl)methylidene]-2-methylpropane-2-sulfinamide in 30 ml CH2Cl2 at −78° C. was added 49 mL (24 mmol) 0.5M bromo(ethynyl)magnesium in THF. The reaction mixture was warmed slowly to room temperature. After 24 h at room temperature, the reaction mixture was quenched with saturated ammonium chloride, extracted three times with methylene chloride, and washed with brine. The organic layer was dried over NaSO4, filtered and concentrated in vacuo. Puri... The reactants are CO, [Na+], [OH-], COC(=O)c1cc(C=C(Cn2ccnc2)c2nccs2)cc(-c2ccccc2)c1. The product is O=C(O)c1cc(C=C(Cn2ccnc2)c2nccs2)cc(-c2ccccc2)c1. RXN SMILES: [CH3:32][OH:33].[Na+:31].[OH-:30].[s:1]1[c:2]([C:6](=[CH:7][c:8]2[cH:9][c:10]([C:11](=[O:12])[O:13][CH3:14])[cH:15][c:16](-[c:18]3[cH:19][cH:20][cH:21][cH:22][cH:23]3)[cH:17]2)[CH2:24][n:25]2[cH:26][n:27][cH:28][cH:29]2)[n:3][cH:4][cH:5]1>>[s:1]1[c:2]([C:6](=[CH:7][c:8]2[cH:9][c:10]([C:11](=[O:12])[OH:13])[cH:15][c:16](-[c:18]3[cH:19][cH:20][cH:21][cH:22][cH:23]3)[cH:17]2)[CH2:24][n:25]2[cH:26][n:27][cH:28][cH:29]2)[n:3][cH:4][cH:5]1. The reactants are Cc1cccc(C)c1NCCNCC(O)COc1cccc2nn(Cc3ccccc3)cc12, CO, Cl. Product: Cc1cccc(C)c1NCCNCC(O)COc1cccc2[nH]ncc12. Reaction SMILES: [CH2:1]([c:2]1[cH:3][cH:4][cH:5][cH:6][cH:7]1)[n:8]1[n:9][c:10]2[cH:11][cH:12][cH:13][c:14]([O:17][CH2:18][CH:19]([CH2:20][NH:21][CH2:22][CH2:23][NH:24][c:25]3[c:26]([CH3:32])[cH:27][cH:28][cH:29][c:30]3[CH3:31])[OH:33])[c:15]2[cH:16]1.[CH3:35][OH:36].[ClH:34]>>[n:8]1[nH:9][c:10]2[cH:11][cH:12][cH:13][c:14]([O:17][CH2:18][CH:19]([CH2:20][NH:21][CH2:22][CH2:23][NH:24][c:25]3[c:26]([CH3:32])[cH:27][cH:28][cH:29][c:30]3[CH3:31])[OH:33])[c:15]2[cH:16]1.